From a dataset of the Open Reaction Database (ORD), a public repository of structured organic reaction records. describe an organic reaction: reactants, conditions, products, and yield Starting materials: C(C)(C)(C)OC(=O)N1CCC(CC1)C(NC)=O (4-methylcarbamoyl-piperidine-1-carboxylic acid tert-butyl ester), C1(=CC=CC=C1)C (toluene). The solvent is C1CCOC1 (THF). Reaction conditions: temperature 0 celsius. The product is C(C)(C)(C)OC(=O)N1CCC(CC1)CNC (4-Methylaminomethyl-piperidine-1-carboxylic acid tert-butyl ester). Yield: 60.2%. Reaction SMILES: [C:1]([O:5][C:6]([N:8]1[CH2:13][CH2:12][CH:11]([C:14](=O)[NH:15][CH3:16])[CH2:10][CH2:9]1)=[O:7])([CH3:4])([CH3:3])[CH3:2].C1(C)C=CC=CC=1>C1COCC1>[C:1]([O:5][C:6]([N:8]1[CH2:13][CH2:12][CH:11]([CH2:14][NH:15][CH3:16])[CH2:10][CH2:9]1)=[O:7])([CH3:4])([CH3:3])[CH3:2]. Procedure: In a 32 mL reaction vial was placed a stir bar and 4-methylcarbamoyl-piperidine-1-carboxylic acid tert-butyl ester (0.97 g) dissolved in 12.8 mL anhydrous THF. The solution was cooled to 0° C. with an ice-bath. A 65% toluene solution of Red-A1 (3.66 mL) was added dropwise at 0° C. After the addition was completed, the mixture was stirred under N2 at room temperature until all the starting materials were just consumed. The reaction mixture was worked up with H2O at 0° C., extracted with EtOAc (×3... Reactants: [Ag+], CCCN(c1cc(CBr)cc(C(=O)OC)c1)S(C)(=O)=O, CC(C)(C)c1cccc(C(C)(C)C)n1, CC(CO)(Cc1ccccc1)NC(=O)OC(C)(C)C, ClCCl, O=S(=O)([O-])C(F)(F)F. The product is CCCN(c1cc(COCC(C)(Cc2ccccc2)NC(=O)OC(C)(C)C)cc(C(=O)OC)c1)S(C)(=O)=O. Reaction SMILES: [Ag+:65].[Br:20][CH2:21][c:22]1[cH:23][c:24]([C:25](=[O:26])[O:27][CH3:28])[cH:29][c:30]([N:32]([CH2:33][CH2:34][CH3:35])[S:36](=[O:37])(=[O:38])[CH3:39])[cH:31]1.[C:40]([c:41]1[cH:42][cH:43][cH:44][c:45]([C:46]([CH3:47])([CH3:48])[CH3:49])[n:50]1)([CH3:51])([CH3:52])[CH3:53].[CH2:1]([c:2]1[cH:3][cH:4][cH:5][cH:6][cH:7]1)[C:8]([CH2:9][OH:10])([CH3:11])[NH:12][C:13]([O:14][C:15]([CH3:16])([CH3:17])[CH3:18])=[O:19].[Cl:54][CH2:55][Cl:56].[S:57]([O-:58])([C:59]([F:60])([F:61])[F:62])(=[O:63])=[O:64]>>[CH2:1]([c:2]1[cH:3][cH:4][cH:5][cH:6][cH:7]1)[C:8]([CH2:9][O:10][CH2:21][c:22]1[cH:23][c:24]([C:25](=[O:26])[O:27][CH3:28])[cH:29][c:30]([N:32]([CH2:33][CH2:34][CH3:35])[S:36](=[O:37])(=[O:38])[CH3:39])[cH:31]1)([CH3:11])[NH:12][C:13]([O:14][C:15]([CH3:16])([CH3:17])[CH3:18])=[O:19]. The reactants are Cl.NC1=CC=C(C=2CCCCC12)C#N (4-Amino-5,6,7,8-tetrahydronaphthalene-1-carbonitrile, hydrochloride salt), C(=O)(O)[O-].[Na+] (NaHCO3), C(=O)(Cl)Cl (phosgene), C1(=CC=CC=C1)C (toluene). Run in C(Cl)Cl (CH2Cl2). Reaction conditions: temperature 0 celsius, time 2 hour. The product is N(=C=O)C1=CC=C(C=2CCCCC12)C#N (4-Isocyanato-5,6,7,8-tetrahydronaphthalene-1-carbonitrile). Yield: 99.8%. Reaction SMILES: Cl.[NH2:2][C:3]1[C:12]2[CH2:11][CH2:10][CH2:9][CH2:8][C:7]=2[C:6]([C:13]#[N:14])=[CH:5][CH:4]=1.[C:15]([O-])(O)=[O:16].[Na+].C(Cl)(Cl)=O.C1(C)C=CC=CC=1>C(Cl)Cl>[N:2]([C:3]1[C:12]2[CH2:11][CH2:10][CH2:9][CH2:8][C:7]=2[C:6]([C:13]#[N:14])=[CH:5][CH:4]=1)=[C:15]=[O:16] |f:0.1,2.3|. Reported procedure: To a stirring suspension of compound 2D (0.10 g, 0.48 mmol) and NaHCO3 (0.404 g, 4.80 mmol) in CH2Cl2 (4 mL) cooled to 0° C. was rapidly added a solution of phosgene (20%) in toluene (0.95 mL, 4.32 mmol). After addition, the mixture was stirred at rt for 2 h, then filtered to remove the solid. The filtrate was concentrated under reduced pressure, the resulting solid residue dried under vacuum for 1 h to afford compound 2E (95 mg) as a light yellow solid. Starting materials: COC(=O)C1NCCCC1O, Cc1c(N=C=O)ccc(C#N)c1Cl, ClCCl, NC(N)=O, O=C1CNC(=O)N1. Product: Cc1c(N2C(=O)C3C(O)CCCN3C2=O)ccc(C#N)c1Cl. RXN SMILES: [CH3:1][O:2][C:3](=[O:4])[CH:5]1[NH:6][CH2:7][CH2:8][CH2:9][CH:10]1[OH:11].[Cl:12][c:13]1[c:14]([C:15]#[N:16])[cH:17][cH:18][c:19]([N:22]=[C:23]=[O:24])[c:20]1[CH3:21].[Cl:36][CH2:37][Cl:38].[NH2:25][C:26](=[O:27])[NH2:28].[O:29]=[C:30]1[NH:31][C:32](=[O:33])[NH:34][CH2:35]1>>[C:3]1(=[O:4])[CH:5]2[N:6]([CH2:7][CH2:8][CH2:9][CH:10]2[OH:11])[C:23](=[O:24])[N:22]1[c:19]1[cH:18][cH:17][c:14]([C:15]#[N:16])[c:13]([Cl:12])[c:20]1[CH3:21]. Starting materials: C1(CCCCC1)N (cyclohexylamine), C(=O)N(CCO)CCO (formyldiethanolamine), [C]=O (carbon monoxide). Product: C1(CCCCC1)NC=O (Cyclohexylformamide). The yield is 100.0%. As a reaction SMILES: [CH:1]1([NH2:7])[CH2:6][CH2:5][CH2:4][CH2:3][CH2:2]1.[CH:8](N(CCO)CCO)=[O:9].[C]=O>>[CH:1]1([NH:7][CH:8]=[O:9])[CH2:6][CH2:5][CH2:4][CH2:3][CH2:2]1 |^3:16|. Procedure: To 198 grams of cyclohexylamine (2.0 grams), 399 grams of formyldiethanolamine (3.0 mole) were added, and the mixture was placed in a stirred autoclave maintained at a temperature of 150° to 155° C. and a carbon monoxide pressure of 1260 psig. After the reaction was stopped, the contents of the autoclave were removed and distilled at 15 mm Hg. The 256 grams of overhead fraction (B.P. 155°-161° C.) was shown by proton NMR analysis to be cyclohexylformamide. This corresponds to yield of 100%. Reactants: CCCCC1CCNCC1, CCCCCCC, CCOC(C)=O, Cc1cc(C)c2c(c1)N(CCCCl)C(=O)CO2, [I-], [K+], [K+], [Na+], O=C([O-])[O-]. The product is CCCCC1CCN(CCCN2C(=O)COc3c(C)cc(C)cc32)CC1. As a reaction SMILES: [CH2:26]([CH2:27][CH2:28][CH3:29])[CH:30]1[CH2:31][CH2:32][NH:33][CH2:34][CH2:35]1.[CH3:36][CH2:37][CH2:38][CH2:39][CH2:40][CH2:41][CH3:42].[CH3:43][CH2:44][O:45][C:46]([CH3:47])=[O:48].[Cl:1][CH2:2][CH2:3][CH2:4][N:5]1[C:6](=[O:17])[CH2:7][O:8][c:9]2[c:10]1[cH:11][c:12]([CH3:16])[cH:13][c:14]2[CH3:15].[I-:24].[K+:18].[K+:19].[Na+:25].[O-:20][C:21]([O-:22])=[O:23]>>[CH2:2]([CH2:3][CH2:4][N:5]1[C:6](=[O:17])[CH2:7][O:8][c:9]2[c:10]1[cH:11][c:12]([CH3:16])[cH:13][c:14]2[CH3:15])[N:33]1[CH2:32][CH2:31][CH:30]([CH2:26][CH2:27][CH2:28][CH3:29])[CH2:35][CH2:34]1. Yields the product FC1=CC=C(C=C1)N1N=CC=C1C=1C=CC2=C(N(C=N2)C2=CC=CC=C2)C1 (6-[2-(4-Fluoro-phenyl)-2H-pyrazol-3-yl]-1-phenyl-1H-benzoimidazole). Procedure details: The title compound, off-white solid (39 mg, 30%), MS (ISP) m/z=355.2 [(M+H)+], mp 201° C., was prepared in accordance with the general method of example 1 from 6-bromo-1-phenyl-1H-benzo[d]imidazole (intermediate E) (100 mg, 366 μmol) and 1-(4-fluoro-phenyl)-1H-pyrazol-5-ylboronic acid (intermediate A) (98.0 mg, 476 μmol). Reaction SMILES: Br[C:2]1[CH:3]=[CH:4][C:5]2[N:9]=[CH:8][N:7]([C:10]3[CH:15]=[CH:14][CH:13]=[CH:12][CH:11]=3)[C:6]=2[CH:16]=1.[F:17][C:18]1[CH:23]=[CH:22][C:21]([N:24]2[C:28](B(O)O)=[CH:27][CH:26]=[N:25]2)=[CH:20][CH:19]=1>>[F:17][C:18]1[CH:19]=[CH:20][C:21]([N:24]2[C:28]([C:2]3[CH:3]=[CH:4][C:5]4[N:9]=[CH:8][N:7]([C:10]5[CH:15]=[CH:14][CH:13]=[CH:12][CH:11]=5)[C:6]=4[CH:16]=3)=[CH:27][CH:26]=[N:25]2)=[CH:22][CH:23]=1. Starting materials: solid, BrC=1C=CC2=C(N(C=N2)C2=CC=CC=C2)C1 (6-bromo-1-phenyl-1H-benzo[d]imidazole), BrC=1C=CC2=C(N(C=N2)C2=CC=CC=C2)C1 (6-bromo-1-phenyl-1H-benzo[d]imidazole), FC1=CC=C(C=C1)N1N=CC=C1B(O)O (1-(4-fluoro-phenyl)-1H-pyrazol-5-ylboronic acid), FC1=CC=C(C=C1)N1N=CC=C1B(O)O (1-(4-fluoro-phenyl)-1H-pyrazol-5-ylboronic acid).